This data is from the Open Reaction Database (ORD), a public repository of structured organic reaction records. The task is: describe an organic reaction: reactants, conditions, products, and yield Reactants: CN1C(N(CCC1)C1CCNCC1)=S (4-(3-methyl-2-thioxoperhydropyrimidin-1-yl)-piperidine), ClC=1C=C(C=CC1Cl)C(CN(C(C1=CC=CC=C1)=O)C)CC=O (N-[2-(3,4-dichlorophenyl)-4-oxobutyl]-N-methylbenzamide). Yields the product Cl.ClC=1C=C(C=CC1Cl)[C@@H](CN(C(C1=CC=CC=C1)=O)C)CCN1CCC(CC1)N1C(N(CCC1)C)=S ((S)-N-[2-(3,4-Dichlorophenyl)-4-[4-(3-methyl-2thioxoperhydropyrimidin-1-yl)piperidino]butyl]-N-methylbenzamide hydrochloride). RXN SMILES: [CH3:1][N:2]1[CH2:7][CH2:6][CH2:5][N:4]([CH:8]2[CH2:13][CH2:12][NH:11][CH2:10][CH2:9]2)[C:3]1=[S:14].[Cl:15][C:16]1[CH:17]=[C:18]([CH:23]([CH2:35][CH:36]=O)[CH2:24][N:25]([CH3:34])[C:26](=[O:33])[C:27]2[CH:32]=[CH:31][CH:30]=[CH:29][CH:28]=2)[CH:19]=[CH:20][C:21]=1[Cl:22]>>[ClH:15].[Cl:15][C:16]1[CH:17]=[C:18]([C@H:23]([CH2:35][CH2:36][N:11]2[CH2:12][CH2:13][CH:8]([N:4]3[CH2:5][CH2:6][CH2:7][N:2]([CH3:1])[C:3]3=[S:14])[CH2:9][CH2:10]2)[CH2:24][N:25]([CH3:34])[C:26](=[O:33])[C:27]2[CH:28]=[CH:29][CH:30]=[CH:31][CH:32]=2)[CH:19]=[CH:20][C:21]=1[Cl:22] |f:2.3|. Reported procedure: Using the procedure of Example 1, replacing 4-(2-oxo-1,3-oxazolidin-3-yl)piperidine with 4-(3-methyl-2-thioxoperhydropyrimidin-1-yl)-piperidine, and N-[2-(3,4-dichlorophenyl)-4-oxobutyl]-N-methylbenzamide with the (S)-enantiomer, the title compound was obtained as a white solid; MS: m/z=547(M+1); Analysis for C28H36Cl2N4OS.1.70 HCl.0.10 (C2H5)2O: Calculated: C, 55.28; H, 6.32; N, 9.08; Found: C, 55.21; H, 6.37; N, 8.88. Reactants: C1(CCCCCCCCCCC1)=NO (cyclododecanone oxime), O (water). Product: C1(CCCCCCCCCCCN1)=O (laurolactam). RXN SMILES: [C:1]1(=[N:13]O)[CH2:12][CH2:11][CH2:10][CH2:9][CH2:8][CH2:7][CH2:6][CH2:5][CH2:4][CH2:3][CH2:2]1.[OH2:15]>>[C:1]1(=[O:15])[NH:13][CH2:2][CH2:3][CH2:4][CH2:5][CH2:6][CH2:7][CH2:8][CH2:9][CH2:10][CH2:11][CH2:12]1. Procedure: For example, after the reaction of cyclododecanone oxime, the reaction can be worked up by adding water, extracting a product with an organic solvent and then evaporating the solvent to give laurolactam, which can be further separated and purified by, for example, distillation or crystallization. The reactants are CCOC(=O)C (EtOAc), FC(C=1C=C(C=CC1)C1=CCC2(OCCO2)CC1)(F)F (8-(3-(Trifluoromethyl)phenyl)-1,4-dioxaspiro[4.5]dec-7-ene), C(=O)(C(F)(F)F)O (TFA). The solvent is hexanes, C(Cl)Cl (DCM). Conditions: time 2 hour. The product is FC(C=1C=C(C=CC1)C1=CCC(CC1)=O)(F)F (4-(3-(Trifluoromethyl)phenyl)cyclohex-3-enone). Yield: 77.0%. As a reaction SMILES: [F:1][C:2]([F:20])([F:19])[C:3]1[CH:4]=[C:5]([C:9]2[CH2:18][CH2:17][C:12]3(OCC[O:13]3)[CH2:11][CH:10]=2)[CH:6]=[CH:7][CH:8]=1.C(O)(C(F)(F)F)=O.CCOC(C)=O>C(Cl)Cl>[F:1][C:2]([F:19])([F:20])[C:3]1[CH:4]=[C:5]([C:9]2[CH2:18][CH2:17][C:12](=[O:13])[CH2:11][CH:10]=2)[CH:6]=[CH:7][CH:8]=1. Procedure: To a solution of Intermediate 3B (1.00 g, 3.52 mmol) in DCM (5 mL) was added TFA (2.5 mL, 32. mmol). The reaction was stirred at rt for 2 h. The reaction mixture was concentrated and purified on a 24 g silica gel column eluted from 0 to 100% EtOAc in hexanes over 15 minutes to Intermediate 3C (650 mg, 2.71 mmol, 77.0% yield). LCMS=241 [M+1], RT=3.59 min (Method A). The reactants are COC(CNC(=O)C=1C(OC2=CC=CC=C2C1)=O)=O (coumarin-3-carbonylamino-acetic acid methyl ester), [Li+].[OH-] (LiOH). Reaction SMILES: C[O:2][C:3](=[O:19])[CH2:4][NH:5][C:6]([C:8]1[C:9](=[O:18])[O:10][C:11]2[C:16]([CH:17]=1)=[CH:15][CH:14]=[CH:13][CH:12]=2)=[O:7].[Li+].[OH-]>C1COCC1.O>[O:10]1[C:11]2[C:16](=[CH:15][CH:14]=[CH:13][CH:12]=2)[CH:17]=[C:8]([C:6]([NH:5][CH2:4][C:3]([OH:19])=[O:2])=[O:7])[C:9]1=[O:18] |f:1.2|. Run in C1CCOC1 (THF), O (H2O). The product is O1C(=O)C(=CC2=CC=CC=C12)C(=O)NCC(=O)O (coumarin-3-carbonylamino-acetic acid). Reported procedure: A solution of coumarin-3-carbonylamino-acetic acid methyl ester (312 mg, 1.19 mmol), in THF (12 ml) under Ar atmosphere, at 0° C. (ice bath), a solution of LiOH in H2O (0.2 M) was added dropwise. The reaction mixture was stirred vigorously at room temperature until total conversion was observed by TLC (2 hours). The solution was partially concentrated and Et2O was added (10 ml). The organic layer was washed with NaHCO3 (10 ml, sat) and the combined aquous layers were acidified with 10% KHSO4 (pH... The reactants are C1(=CC=CC=C1)C=1N=NNC1C1=CC=CC=C1 (4,5-Diphenyl-1,2,3-triazole), BrCCCCCCCCBr (1,8-dibromooctane), C([O-])([O-])=O.[K+].[K+] (potassium carbonate). Run in CC(CC)=O (butanone). Product: BrCCCCCCCCN1N=NC(=C1C1=CC=CC=C1)C1=CC=CC=C1 (1-(8-Bromooctyl)-4,5-diphenyl-1,2,3-triazole). As a reaction SMILES: [C:1]1([C:7]2[N:8]=[N:9][NH:10][C:11]=2[C:12]2[CH:17]=[CH:16][CH:15]=[CH:14][CH:13]=2)[CH:6]=[CH:5][CH:4]=[CH:3][CH:2]=1.[Br:18][CH2:19][CH2:20][CH2:21][CH2:22][CH2:23][CH2:24][CH2:25][CH2:26]Br.C(=O)([O-])[O-].[K+].[K+]>CC(=O)CC>[Br:18][CH2:19][CH2:20][CH2:21][CH2:22][CH2:23][CH2:24][CH2:25][CH2:26][N:10]1[C:11]([C:12]2[CH:13]=[CH:14][CH:15]=[CH:16][CH:17]=2)=[C:7]([C:1]2[CH:6]=[CH:5][CH:4]=[CH:3][CH:2]=2)[N:8]=[N:9]1 |f:2.3.4|. Procedure details: 4,5-Diphenyl-1,2,3-triazole was treated with 1,8-dibromooctane and potassium carbonate in butanone to give after chromatographic work up the title compound, m.p. 90°-91° C., Found: C, 64.0; H, 6.5; N, 10.1; Br, 19.8%; C22H26BrN3 requires: C, 64.1;H, 6.4; N, 10.2; Br, 19.4%. RXN SMILES: P(Cl)(Cl)([Cl:3])=O.Cl.[CH3:7][CH:8]([NH2:21])[C:9]1[CH:14]=[CH:13][C:12]([C:15]2[CH:20]=[CH:19][CH:18]=[CH:17][CH:16]=2)=[CH:11][CH:10]=1.Cl.[CH:23]1[CH:28]=[CH:27][CH:26]=[CH:25][CH:24]=1>>[ClH:3].[C:12]1([C:15]2[CH:16]=[CH:17][CH:18]=[CH:19][CH:20]=2)[CH:13]=[CH:14][C:9]([CH:8]([N:21]=[C:24]2[CH2:25][CH2:26][CH2:27][CH2:28][CH2:23][CH2:13][CH2:12][CH2:11][CH2:10][CH2:9][CH2:8][NH:21]2)[CH3:7])=[CH:10][CH:11]=1 |f:1.2,5.6|. Procedure details: To 5.0 g (25 m mole) of 2-azatridecanone in 100 ml of benzene is added dropwise 3.9 g (25 m mole) of phosphorous oxychloride and the mixture stirred at room temperature for a period of 4 hours. α-Methyl-p-phenylbenzylamine hydrochloride, 5.3 g (23 m mole), is added and stirred at room temperature for 1 hour and refluxed for an additional 4 hours. Hydrochloric acid, 2N, is added and the benzene layer separated, dried over sodium sulfate, and evaporated to dryness. The crude product is crystallize... Run at time 4 hour. Starting materials: 2-azatridecanone, P(=O)(Cl)(Cl)Cl (phosphorous oxychloride), C1=CC=CC=C1 (benzene), Cl (Hydrochloric acid), Cl.CC(C1=CC=C(C=C1)C1=CC=CC=C1)N (α-Methyl-p-phenylbenzylamine hydrochloride). Yields the product Cl.C1(=CC=C(C=C1)C(C)N=C1NCCCCCCCCCCC1)C1=CC=CC=C1 (2-[α-(4-Biphenylyl)ethylimino]azacyclotridecane hydrochloride). Reactants: C=CC(=O)OC(C)(C)C, O=C([O-])[O-], CCOC(=O)C1CCCCC1=O, CC(C)(C)O, ClCCl, [K+], [K+]. Product: CCOC(=O)C1(CCC(=O)OC(C)(C)C)CCCCC1=O. Reaction SMILES: [C:13]([CH:14]=[CH2:15])(=[O:16])[O:17][C:18]([CH3:19])([CH3:20])[CH3:21].[C:22](=[O:23])([O-:24])[O-:25].[CH2:1]([CH3:2])[O:3][C:4](=[O:5])[CH:6]1[C:7](=[O:12])[CH2:8][CH2:9][CH2:10][CH2:11]1.[CH3:28][C:29]([OH:30])([CH3:31])[CH3:32].[Cl:33][CH2:34][Cl:35].[K+:26].[K+:27]>>[CH2:1]([CH3:2])[O:3][C:4](=[O:5])[C:6]1([CH2:15][CH2:14][C:13](=[O:16])[O:17][C:18]([CH3:19])([CH3:20])[CH3:21])[C:7](=[O:12])[CH2:8][CH2:9][CH2:10][CH2:11]1. Procedure: A mixture of 4-(2,3-diaminobenzoyl)amino-3-methoxy-N-methyl-N-[4-methyl-2-[5-(4-methylpiperazin-1-yl)carbonylpent-1-yloxy]phenyl]benzamide (150 mg) and diphenyl N-sulfamoylcarbonimidate (85 mg) in dichloromethane (8 ml) was refluxed for 24 hours under nitrogen. The reaction mixture was poured into water and extracted with chloroform. The organic layer was washed with water, driver over magnesium sulfate and evaporated in vacuo. The residue was purified by preparative thin-layer chromatography (c... Isolated yield 21.7%. RXN SMILES: [NH2:1][C:2]1[C:44]([NH2:45])=[CH:43][CH:42]=[CH:41][C:3]=1[C:4]([NH:6][C:7]1[CH:38]=[CH:37][C:10]([C:11]([N:13]([CH3:36])[C:14]2[CH:19]=[CH:18][C:17]([CH3:20])=[CH:16][C:15]=2[O:21][CH2:22][CH2:23][CH2:24][CH2:25][CH2:26][C:27]([N:29]2[CH2:34][CH2:33][N:32]([CH3:35])[CH2:31][CH2:30]2)=[O:28])=[O:12])=[CH:9][C:8]=1[O:39][CH3:40])=[O:5].[S:46]([N:50]=[C:51](OC1C=CC=CC=1)OC1C=CC=CC=1)(=[O:49])(=[O:48])[NH2:47].O>ClCCl>[CH3:40][O:39][C:8]1[CH:9]=[C:10]([CH:37]=[CH:38][C:7]=1[NH:6][C:4]([C:3]1[C:2]2[N:1]=[C:51]([NH:50][S:46](=[O:49])(=[O:48])[NH2:47])[NH:45][C:44]=2[CH:43]=[CH:42][CH:41]=1)=[O:5])[C:11]([N:13]([CH3:36])[C:14]1[CH:19]=[CH:18][C:17]([CH3:20])=[CH:16][C:15]=1[O:21][CH2:22][CH2:23][CH2:24][CH2:25][CH2:26][C:27]([N:29]1[CH2:34][CH2:33][N:32]([CH3:35])[CH2:31][CH2:30]1)=[O:28])=[O:12]. Run in ClCCl (dichloromethane). Yields the product COC=1C=C(C(=O)N(C2=C(C=C(C=C2)C)OCCCCCC(=O)N2CCN(CC2)C)C)C=CC1NC(=O)C1=CC=CC=2NC(=NC21)NS(N)(=O)=O (3-methoxy-N-methyl-N-[4-methyl-2-[5-(4-methylpiperazin-1-yl)carbonylpent-1-yloxy]phenyl]-4-(2-sulfamoylamino-1H-benzimidazol-4-yl)carbonylaminobenzamide). Reactants: NC1=C(C(=O)NC2=C(C=C(C(=O)N(C3=C(C=C(C=C3)C)OCCCCCC(=O)N3CCN(CC3)C)C)C=C2)OC)C=CC=C1N (4-(2,3-diaminobenzoyl)amino-3-methoxy-N-methyl-N-[4-methyl-2-[5-(4-methylpiperazin-1-yl)carbonylpent-1-yloxy]phenyl]benzamide), S(N)(=O)(=O)N=C(OC1=CC=CC=C1)OC1=CC=CC=C1 (diphenyl N-sulfamoylcarbonimidate), O (water).